Dataset: the Open Reaction Database (ORD), a public repository of structured organic reaction records. Task: describe an organic reaction: reactants, conditions, products, and yield Starting materials: BrB(Br)Br, ClCCl, COc1cccc(C)c1CNc1cccn2c(C)c(C)nc12, O. Product: Cc1cccc(O)c1CNc1cccn2c(C)c(C)nc12. As a reaction SMILES: [B:23]([Br:24])([Br:25])[Br:26].[CH2:28]([Cl:29])[Cl:30].[CH3:1][O:2][c:3]1[c:4]([CH2:5][NH:6][c:7]2[c:8]3[n:9]([cH:10][cH:11][cH:12]2)[c:13]([CH3:17])[c:14]([CH3:16])[n:15]3)[c:18]([CH3:22])[cH:19][cH:20][cH:21]1.[OH2:27]>>[OH:2][c:3]1[c:4]([CH2:5][NH:6][c:7]2[c:8]3[n:9]([cH:10][cH:11][cH:12]2)[c:13]([CH3:17])[c:14]([CH3:16])[n:15]3)[c:18]([CH3:22])[cH:19][cH:20][cH:21]1. Starting materials: COc1ccc(C2=CCCCCCC2)cc1, Cl, O, c1ccncc1. Yields the product Oc1ccc(C2=CCCCCCC2)cc1. As a reaction SMILES: [C:1]1([c:9]2[cH:10][cH:11][c:12]([O:15][CH3:16])[cH:13][cH:14]2)=[CH:2][CH2:3][CH2:4][CH2:5][CH2:6][CH2:7][CH2:8]1.[ClH:17].[OH2:24].[n:18]1[cH:19][cH:20][cH:21][cH:22][cH:23]1>>[C:1]1([c:9]2[cH:10][cH:11][c:12]([OH:15])[cH:13][cH:14]2)=[CH:2][CH2:3][CH2:4][CH2:5][CH2:6][CH2:7][CH2:8]1.